From a dataset of the Open Reaction Database (ORD), a public repository of structured organic reaction records. describe an organic reaction: reactants, conditions, products, and yield The reactants are CNC (dimethylamine), C=O (formaldehyde), CC1=C(N=CN1)CC1CCC=2N(C3=CC=CC=C3C2)C1=O (8,9-dihydro-7-[(5-methyl-1H-imidazol-4-yl)methyl]pyrido[1,2-a]indol-6(7H)-one). Run in C(C)(=O)O (acetic acid). Conditions: temperature 60 celsius. Yields the product CN(C)CC1=C2N(C3=CC=CC=C13)C(C(CC2)CC=2N=CNC2C)=O (8,9-dihydro-10-[(dimethylamino)methyl]-7-[(5-methyl-1H-imidazol-4-yl)methyl]pyrido[1,2-a]indol-6(7H)-one). As a reaction SMILES: [CH3:1][NH:2][CH3:3].[CH2:4]=O.[CH3:6][C:7]1[NH:11][CH:10]=[N:9][C:8]=1[CH2:12][CH:13]1[C:25](=[O:26])[N:17]2[C:18]3[C:23]([CH:24]=[C:16]2[CH2:15][CH2:14]1)=[CH:22][CH:21]=[CH:20][CH:19]=3>C(O)(=O)C>[CH3:1][N:2]([CH2:4][C:24]1[C:23]2[C:18](=[CH:19][CH:20]=[CH:21][CH:22]=2)[N:17]2[C:25](=[O:26])[CH:13]([CH2:12][C:8]3[N:9]=[CH:10][NH:11][C:7]=3[CH3:6])[CH2:14][CH2:15][C:16]=12)[CH3:3]. Reported procedure: To a mixture of aqueous 50% dimethylamine solution (0.20 ml), aqueous 35% formaldehyde solution (0.20 ml), and acetic acid (4 ml) at 15° C. was added 8,9-dihydro-7-[(5-methyl-1H-imidazol-4-yl)methyl]pyrido[1,2-a]indol-6(7H)-one (418 mg). The mixture was heated at 60° C. for 24 hours. After evaporation of the solvent, the residue was dissolved in water, made basic with aqueous 3N sodium hydroxide solution, and extracted three times with chloroform. The chloroform layer was washed with water and b...